Dataset: the Open Reaction Database (ORD), a public repository of structured organic reaction records. Task: describe an organic reaction: reactants, conditions, products, and yield Reactants: N1=C(C=CC=C1)C1(CCNCC1)C(=O)OCC (ethyl 4-(pyridyl)piperidin-4-yl-carboxylate), [Li+].[OH-] (LiOH), O (H2O). The solvent is C1CCOC1 (THF). Conditions: temperature 0 celsius. The product is N1=C(C=CC=C1)C1(CCNCC1)C(=O)O (4-(Pyridyl)piperidin-4-yl-carboxylic acid). RXN SMILES: [N:1]1[CH:6]=[CH:5][CH:4]=[CH:3][C:2]=1[C:7]1([C:13]([O:15]CC)=[O:14])[CH2:12][CH2:11][NH:10][CH2:9][CH2:8]1.[Li+].[OH-].O>C1COCC1>[N:1]1[CH:6]=[CH:5][CH:4]=[CH:3][C:2]=1[C:7]1([C:13]([OH:15])=[O:14])[CH2:8][CH2:9][NH:10][CH2:11][CH2:12]1 |f:1.2|. Reported procedure: A solution of the above ester (10 g, 42.7 mmol) in THF (50 mL) was treated with 1N LiOH (47 mL, 47.0 mmol) and H2O (50 mL). The resulting solution was concentrated and the aqueous residue cooled to 0° C., then adjusted to pH≈6 with 1N HCl and the resulting solid 8-1, collected by filtration. The reactants are BrC1=CC=C(C=C1)CCOC (1-bromo-4-(2-methoxyethyl)benzene), [Li]CCCC (BuLi), Cl (HCl), B(OC)(OC)OC (trimethyl borate). Run in C1CCOC1 (THF). Conditions: temperature -78 celsius, time 20 minute. Yields the product COCCC1=CC=C(C=C1)B(O)O (4-(2-methoxyethyl)phenylboronic acid). RXN SMILES: Br[C:2]1[CH:7]=[CH:6][C:5]([CH2:8][CH2:9][O:10][CH3:11])=[CH:4][CH:3]=1.[Li]CCCC.[B:17](OC)([O:20]C)[O:18]C.Cl>C1COCC1>[CH3:11][O:10][CH2:9][CH2:8][C:5]1[CH:6]=[CH:7][C:2]([B:17]([OH:20])[OH:18])=[CH:3][CH:4]=1. Reported procedure: To a solution of 1-bromo-4-(2-methoxyethyl)benzene (1 g, 4.6 mmole) in THF (15 mL) at −78° C. was added dropwise BuLi (2.5M in hexane) (2.4 mL, 6 mmole). After stirring at −78° C. for 20 min, trimethyl borate (0.62 g, 6 mmole) was added to the mixture at −78° C. The mixture was slowly warmed to room temperature and stirred at room temperature for 1 h. 2N HCl was added to the reaction mixture and stirred for 2 h. The mixture was extracted with ether, washed with water, dried over MgSO4, and filte...